This data is from the Open Reaction Database (ORD), a public repository of structured organic reaction records. The task is: describe an organic reaction: reactants, conditions, products, and yield The reactants are O.O.[Sn](Cl)Cl (tin (II) chloride dihydrate), O (water), CC1=NCCC2=CC=C(C=C12)[N+](=O)[O-] ((±) 1-Methyl-7-nitro-3,4-dihydroisoquinoline), [OH-].[K+] (KOH), resultant mixture. The solvent is Cl (HCl), C(C)O (ethanol). Product: NC1=CC=C2CCN=C(C2=C1)C ((±) 7-Amino-1-methyl-3,4-dihydroisoquinoline). Isolated yield 55.3%. RXN SMILES: [CH3:1][C:2]1[C:11]2[C:6](=[CH:7][CH:8]=[C:9]([N+:12]([O-])=O)[CH:10]=2)[CH2:5][CH2:4][N:3]=1.O.O.[Sn](Cl)Cl.O.[OH-].[K+]>C(O)C.Cl>[NH2:12][C:9]1[CH:10]=[C:11]2[C:6]([CH2:5][CH2:4][N:3]=[C:2]2[CH3:1])=[CH:7][CH:8]=1 |f:1.2.3,5.6|. Reported procedure: (±) 1-Methyl-7-nitro-3,4-dihydroisoquinoline (2.0 g, 10.5 mmol) was dissolved in ethanol (150 ml) and heated to 60° C., before treatment with a solution of tin (II) chloride dihydrate (9.5 g, 42.1 mmol) in conc. HCl (30 ml). The resultant mixture was heated at 60° C. for 1 h. After cooling, the reaction mixture was poured into water (200 ml) and basified (pH 9) with KOH pellets, liberating an oily residue. This residue was extracted into dichloromethane and dried over magnesium sulfate. Purifica... Reactants: CNCC=1N(C2=CC=CC=C2C1)C (methyl-(1-methyl-1H-indol-2-ylmethyl)-amine), CC1(C(NC2=C(O1)C=C(C=N2)C=CC(=O)O)=O)C (3-(2,2-dimethyl-3-oxo-3,4-dihydro-2H-pyrido[3,2-b][1,4]oxazin-7-yl)-acrylic acid). Product: CC1(C(NC2=C(O1)C=C(C=N2)/C=C/C(=O)N(CC=2N(C1=CC=CC=C1C2)C)C)=O)C ((E)-3-(2,2-Dimethyl-3-oxo-3,4-dihydro-2H-pyrido[3,2-b][1,4]oxazin-7-yl)-N-methyl-N-(1-methyl-1H-indol-2-ylmethyl)-acrylamide). Isolated yield 64.5%. RXN SMILES: [CH3:1][NH:2][CH2:3][C:4]1[N:5]([CH3:13])[C:6]2[C:11]([CH:12]=1)=[CH:10][CH:9]=[CH:8][CH:7]=2.[CH3:14][C:15]1([CH3:31])[O:20][C:19]2[CH:21]=[C:22]([CH:25]=[CH:26][C:27]([OH:29])=O)[CH:23]=[N:24][C:18]=2[NH:17][C:16]1=[O:30]>>[CH3:31][C:15]1([CH3:14])[O:20][C:19]2[CH:21]=[C:22](/[CH:25]=[CH:26]/[C:27]([N:2]([CH3:1])[CH2:3][C:4]3[N:5]([CH3:13])[C:6]4[C:11]([CH:12]=3)=[CH:10][CH:9]=[CH:8][CH:7]=4)=[O:29])[CH:23]=[N:24][C:18]=2[NH:17][C:16]1=[O:30]. Reported procedure: According to the procedure of Example 43d, methyl-(1-methyl-1H-indol-2-ylmethyl)-amine (124 mg, 0.71 mmol) and 3-(2,2-dimethyl-3-oxo-3,4-dihydro-2H-pyrido[3,2-b][1,4]oxazin-7-yl)-acrylic acid (160 mg, 0.64 mmol), were coupled to yield the title compound (167 mg, 64%) as a white solid and as a mixture of amide rotomers. 1H NMR (400 MHz, DMSO-d6) δ 11.03-11.04 (m, 1H), 8.15-8.20 (m, 1H), 7.89-7.94 (m, 1H), 7.41-7.56 (m, 3H), 7.39-7.41 (m, 1H), 7.00-7.12 (m, 1H), 6.14-6.99 (m, 1H), 4.87-5.05 (m, 2H... As a reaction SMILES: [K+:10].[NH2:1][n:2]1[c:3]([C:7]#[N:8])[cH:4][cH:5][cH:6]1.[OH-:9].[OH2:13].[OH:11][OH:12]>>[NH2:1][n:2]1[c:3]([C:7]([NH2:8])=[O:9])[cH:4][cH:5][cH:6]1. The product is NC(=O)c1cccn1N. Reactants: [K+], N#Cc1cccn1N, [OH-], O, OO. The reactants are O=C1NCN(C12CCN(CC2)C2(C(CCCC2)C2=CC=CC=C2)C#N)C2=CC=CC=C2 (1-(4-oxo-1-phenyl-1,3,8-triaza-spiro[4.5]dec-8-yl)-2-phenyl-cyclohexane-carbonitrile), C[Mg]Br (methyl magnesium bromide). The solvent is C1CCOC1 (THF). Product: CC1(C(CCCC1)C1=CC=CC=C1)N1CCC2(C(NCN2C2=CC=CC=C2)=O)CC1 (8-(1-Methyl-2-phenyl-cyclohexyl)-1-phenyl-1,3,8-triaza-spiro[4.5]decan-4-one). RXN SMILES: [O:1]=[C:2]1[C:6]2([CH2:11][CH2:10][N:9]([C:12]3([C:24]#N)[CH2:17][CH2:16][CH2:15][CH2:14][CH:13]3[C:18]3[CH:23]=[CH:22][CH:21]=[CH:20][CH:19]=3)[CH2:8][CH2:7]2)[N:5]([C:26]2[CH:31]=[CH:30][CH:29]=[CH:28][CH:27]=2)[CH2:4][NH:3]1.C[Mg]Br>C1COCC1>[CH3:24][C:12]1([N:9]2[CH2:8][CH2:7][C:6]3([N:5]([C:26]4[CH:31]=[CH:30][CH:29]=[CH:28][CH:27]=4)[CH2:4][NH:3][C:2]3=[O:1])[CH2:11][CH2:10]2)[CH2:17][CH2:16][CH2:15][CH2:14][CH:13]1[C:18]1[CH:19]=[CH:20][CH:21]=[CH:22][CH:23]=1. Procedure: To a solution of 20 mg (0.048 mmol) 1-(4-oxo-1-phenyl-1,3,8-triaza-spiro[4.5]dec-8-yl)-2-phenyl-cyclohexane-carbonitrile in 1.5 ml dry THF under argon at 0° C. were added 0.03 ml (0.096 mmol) methyl magnesium bromide (3M solution in THF) and the resulting mixture heated to reflux for 3.5 h. The reaction mixture was cooled to ambient temperature, quenched by the addition of water and the product extracted with ethyl acetate. The combined organic extracts were then washed with brine, dried over Na... Reactants: Cc1nc(Br)ncc1Br, C1CCOC1, CN1CCNS1(=O)=O, [H-], [Na+], CN(C)C=O, O, O=C(O)CC(O)(CC(=O)O)C(=O)O. Product: Cc1nc(N2CCN(C)S2(=O)=O)ncc1Br. As a reaction SMILES: [Br:11][c:12]1[n:13][cH:14][c:15]([Br:19])[c:16]([CH3:18])[n:17]1.[CH2:33]1[O:34][CH2:35][CH2:36][CH2:37]1.[CH3:3][N:4]1[S:5](=[O:9])(=[O:10])[NH:6][CH2:7][CH2:8]1.[H-:1].[Na+:2].[O:38]=[CH:39][N:40]([CH3:41])[CH3:42].[OH2:43].[OH:20][C:21]([CH2:22][C:23]([C:24](=[O:25])[OH:26])([CH2:27][C:28](=[O:29])[OH:30])[OH:31])=[O:32]>>[CH3:3][N:4]1[S:5](=[O:9])(=[O:10])[N:6]([c:12]2[n:13][cH:14][c:15]([Br:19])[c:16]([CH3:18])[n:17]2)[CH2:7][CH2:8]1. Reactants: C(C1=CC=CC=C1)(=O)NN[C@@H](C(=O)OCC)[C@H](C=C)C ((2R, 3S)-ethyl 2-(N′-benzoylhydrazino)-3-methyl-4-pentenoate). Reagents/catalysts: [Pd] (palladium activated carbon). Solvent: C(C)O (ethanol). Reaction conditions: time 12 hour. The product is C(C1=CC=CC=C1)(=O)NN[C@@H](C(=O)OCC)[C@H](CC)C ((2R, 3S)-ethyl 2-(N′-benzoylhydrazino)-3-methylpentanoate). The yield is 71.9%. RXN SMILES: [C:1]([NH:9][NH:10][C@H:11]([C@@H:17]([CH3:20])[CH:18]=[CH2:19])[C:12]([O:14][CH2:15][CH3:16])=[O:13])(=[O:8])[C:2]1[CH:7]=[CH:6][CH:5]=[CH:4][CH:3]=1>[Pd].C(O)C>[C:1]([NH:9][NH:10][C@H:11]([C@@H:17]([CH3:20])[CH2:18][CH3:19])[C:12]([O:14][CH2:15][CH3:16])=[O:13])(=[O:8])[C:2]1[CH:3]=[CH:4][CH:5]=[CH:6][CH:7]=1. Procedure: 10% palladium activated carbon (20 mg) was added to an ethanol solution (5 mL) of (2R, 3S)-ethyl 2-(N′-benzoylhydrazino)-3-methyl-4-pentenoate (116 mg, 0.4 mmol), and the reaction mixture was stirred at a room temperature for 12 hours. The reaction mixture was filtered to obtain filtrate, and the palladium activated carbon was washed with ethanol (15 mL). The filtrate and the ethanol were distillated under a reduced pressure to remove the solvent, and the residue was purified and isolated by sil... Reactants: [I-].[Na+] (Sodium iodide), I (hydriodic acid), C(C1=CC=CC=C1)N1CC=2N=C(N=C(C2CC1)Cl)SC (7-benzyl-4-chloro-5,6,7,8-tetrahydro-2-(methylthio)pyrido[3,4-d]pyrimidine), NC1=CC=C(C=C1)C(F)(F)F (4-aminobenzotrifluoride). Run in O1CCOCC1 (dioxane). Reaction conditions: temperature 100 celsius, time 8 hour. Product: C(C1=CC=CC=C1)N1CC=2N=C(N=C(C2CC1)NC1=CC=C(C=C1)C(F)(F)F)SC (7-Benzyl-N-(4-(trifluoromethyl)phenyl)-5,6,7,8-tetrahydro-2-(methylthio)pyrido[3,4-d]pyrimidin-4-amine). Yield: 73.3%. As a reaction SMILES: [I-].[Na+].I.[CH2:4]([N:11]1[CH2:20][CH2:19][C:18]2[C:17](Cl)=[N:16][C:15]([S:22][CH3:23])=[N:14][C:13]=2[CH2:12]1)[C:5]1[CH:10]=[CH:9][CH:8]=[CH:7][CH:6]=1.[NH2:24][C:25]1[CH:30]=[CH:29][C:28]([C:31]([F:34])([F:33])[F:32])=[CH:27][CH:26]=1>O1CCOCC1>[CH2:4]([N:11]1[CH2:20][CH2:19][C:18]2[C:17]([NH:24][C:25]3[CH:30]=[CH:29][C:28]([C:31]([F:32])([F:33])[F:34])=[CH:27][CH:26]=3)=[N:16][C:15]([S:22][CH3:23])=[N:14][C:13]=2[CH2:12]1)[C:5]1[CH:10]=[CH:9][CH:8]=[CH:7][CH:6]=1 |f:0.1|. Procedure details: Sodium iodide (3.9 g, 26 mmol) and hydriodic acid (10 mL, 47% aqueous solution) were added to a mixture of 7-benzyl-4-chloro-5,6,7,8-tetrahydro-2-(methylthio)pyrido[3,4-d]pyrimidine (8.0 g, 26 mmol) and 4-aminobenzotrifluoride (5.06 g, 0.031 mol) in dioxane (100 mL) and the reaction mixture was stirred at 100° C. overnight. Solid thus formed was filtered out, washed with ethyl acetate and diethyl ether and dried in vacuo. Product was obtained as white needle solid (8.2 g). The reactants are O1[C@H](CCC1)C(=O)O ((R)-(−)-tetrahydrofuran-2-carboxylic acid), NCC=1C(=C(C(=CC1)C)C=1NC(N(N1)C1=CC=C(C=C1)C(F)(F)F)=O)C (5-(3-(aminomethyl)-2,6-dimethylphenyl)-2-(4-(trifluoromethyl)phenyl)-2H-1,2,4-triazol-3(4H)-one), CN(C)C=O (DMF), CN(C)C(=[N+](C)C)ON1C2=C(C=CC=C2)N=N1.[B-](F)(F)(F)F (TBTU), TEA. Solvent: C1CCOC1 (THF). Run at time 1 hour. Product: CC1=C(CNC(=O)[C@@H]2OCCC2)C=CC(=C1C1=NN(C(N1)=O)C1=CC=C(C=C1)C(F)(F)F)C ((R)—N-(2,4-Dimethyl-3-(5-oxo-1-(4-(trifluoromethyl)phenyl)-4,5-dihydro-1H-1,2,4-triazol-3-yl)benzyl)tetrahydrofuran-2-carboxamide). Isolated yield 26.8%. Reaction SMILES: [NH2:1][CH2:2][C:3]1[C:4]([CH3:26])=[C:5]([C:10]2[NH:11][C:12](=[O:25])[N:13]([C:15]3[CH:20]=[CH:19][C:18]([C:21]([F:24])([F:23])[F:22])=[CH:17][CH:16]=3)[N:14]=2)[C:6]([CH3:9])=[CH:7][CH:8]=1.CN(C=O)C.CN(C(ON1N=NC2C=CC=CC1=2)=[N+](C)C)C.[B-](F)(F)(F)F.[O:54]1[CH2:58][CH2:57][CH2:56][C@@H:55]1[C:59](O)=[O:60]>C1COCC1>[CH3:26][C:4]1[C:5]([C:10]2[NH:11][C:12](=[O:25])[N:13]([C:15]3[CH:20]=[CH:19][C:18]([C:21]([F:23])([F:24])[F:22])=[CH:17][CH:16]=3)[N:14]=2)=[C:6]([CH3:9])[CH:7]=[CH:8][C:3]=1[CH2:2][NH:1][C:59]([C@H:55]1[CH2:56][CH2:57][CH2:58][O:54]1)=[O:60] |f:2.3|. Procedure: To a solution of 5-(3-(aminomethyl)-2,6-dimethylphenyl)-2-(4-(trifluoromethyl)phenyl)-2H-1,2,4-triazol-3(4H)-one (Intermediate-66, 0.050 g, 0.138 mmol) in dry THF:DMF (4 mL:1 mL), TBTU (0.132 g, 0.414 mmol) and TEA (1.0 mL) were added and the reaction mass was stirred for 1 h under nitrogen atmosphere. To the reaction mass, (R)-(−)-tetrahydrofuran-2-carboxylic acid (0.024 g, 0.207 mmol) was added and stirred for 18 h at room temperature. After completion of the reaction, the reaction mass was qu... Starting materials: C(#C)C=1C=C(C=CC1)NC(OC(C)(C)C)=O (tert-butyl (3-ethynylphenyl)carbamate), IC1=C(C=CC(=C1)[N+](=O)[O-])NC(OC(C)(C)C)=O (tert-butyl (2-iodo-4-nitrophenyl)carbamate), C(C)(C)N(C(C)C)CC (N,N-diisopropylethylamine). The solvent is C1CCOC1 (THF). Isolated yield 84.8%. The reagents and catalysts are Cl[Pd]([P](C1=CC=CC=C1)(C2=CC=CC=C2)C3=CC=CC=C3)([P](C4=CC=CC=C4)(C5=CC=CC=C5)C6=CC=CC=C6)Cl (bis(triphenylphosphine)palladium(II) chloride), [Cu]I (copper(I) iodide). Run at temperature 20 celsius, time 8 hour. Procedure details: A solution of tert-butyl (3-ethynylphenyl)carbamate (12.7 g, 58.5 mmol), tert-butyl (2-iodo-4-nitrophenyl)carbamate (14.2 g, 39.0 mmol), bis(triphenylphosphine)palladium(II) chloride (1.37 g, 1.95 mmol), and copper(I) iodide (371 mg, 1.95 mmol) in THF (200 mL) was treated with N,N-diisopropylethylamine (7.47 mL, 42.9 mmol) dropwise and stirred at 20° C. overnight. The reaction mixture was concentrated and diluted with water (200 mL) and ethyl acetate (200 mL). The organic layer was separated, wa... Reaction SMILES: [C:1]([C:3]1[CH:4]=[C:5]([NH:9][C:10](=[O:16])[O:11][C:12]([CH3:15])([CH3:14])[CH3:13])[CH:6]=[CH:7][CH:8]=1)#[CH:2].I[C:18]1[CH:23]=[C:22]([N+:24]([O-:26])=[O:25])[CH:21]=[CH:20][C:19]=1[NH:27][C:28](=[O:34])[O:29][C:30]([CH3:33])([CH3:32])[CH3:31].C(N(CC)C(C)C)(C)C>C1COCC1.Cl[Pd](Cl)([P](C1C=CC=CC=1)(C1C=CC=CC=1)C1C=CC=CC=1)[P](C1C=CC=CC=1)(C1C=CC=CC=1)C1C=CC=CC=1.[Cu]I>[C:30]([O:29][C:28]([NH:27][C:19]1[CH:20]=[CH:21][C:22]([N+:24]([O-:26])=[O:25])=[CH:23][C:18]=1[C:2]#[C:1][C:3]1[CH:4]=[C:5]([NH:9][C:10](=[O:16])[O:11][C:12]([CH3:13])([CH3:15])[CH3:14])[CH:6]=[CH:7][CH:8]=1)=[O:34])([CH3:33])([CH3:31])[CH3:32] |^1:51,70|. Yields the product C(C)(C)(C)OC(=O)NC1=C(C=C(C=C1)[N+](=O)[O-])C#CC=1C=C(C=CC1)NC(OC(C)(C)C)=O (tert-Butyl [3-({2-[(tert-butoxycarbonyl)amino]-5-nitrophenyl}ethynyl)phenyl]carbamate).